Dataset: the Open Reaction Database (ORD), a public repository of structured organic reaction records. Task: describe an organic reaction: reactants, conditions, products, and yield Starting materials: OOS(=O)[O-].[K+] (Oxone), O (water), OOS(=O)[O-].[K+] (Oxone), O1CC(CC1)SC1=CC=C(C(=O)OC)C=C1 (Methyl 4-tetrahydrofuran-3-ylsulfanylbenzoate), CO (methanol). Reaction conditions: time 24 hour. The product is O1CC(CC1)S(=O)(=O)C1=CC=C(C(=O)OC)C=C1 (methyl 4-tetrahydrofuran-3-ylsulfonylbenzoate). Yield: 93.0%. RXN SMILES: [O:1]1[CH2:5][CH2:4][CH:3]([S:6][C:7]2[CH:16]=[CH:15][C:10]([C:11]([O:13][CH3:14])=[O:12])=[CH:9][CH:8]=2)[CH2:2]1.[OH2:17].OOS([O-])=O.[K+].C[OH:25]>>[O:1]1[CH2:5][CH2:4][CH:3]([S:6]([C:7]2[CH:8]=[CH:9][C:10]([C:11]([O:13][CH3:14])=[O:12])=[CH:15][CH:16]=2)(=[O:25])=[O:17])[CH2:2]1 |f:2.3|. Procedure details: Methyl 4-tetrahydrofuran-3-ylsulfanylbenzoate (1.01 g, 4.24 mmol) was dissolved in methanol (25 mL), followed by the addition of water (2.5 mL), and Oxone (2.61 g, 4.24 mmol). The reaction mixture was stirred at room temperature for 24 hours. An additional 0.1 eq of Oxone (0.26 g) was added and the reaction mixture was stirred for 2 hours, then filtered and the solvent was concentrated in vacuo. The resulting residue was dissolved in dichloromethane (30 mL) and washed with water (2×25 mL). The o... Starting materials: BrBr (bromine), C(CCC)[Li].CCCCCC (butyl lithium hexane), CCOCC (ether), C#CCCCCCCCCCCCC (tetradecyne). Run in O (water). The product is BrC#CCCCCCCCCCCCC (1-Bromo-1-tetradecyne). Yield: 80.0%. RXN SMILES: C([Li])CCC.CCCCCC.CCOCC.[CH:17]#[C:18][CH2:19][CH2:20][CH2:21][CH2:22][CH2:23][CH2:24][CH2:25][CH2:26][CH2:27][CH2:28][CH2:29][CH3:30].[Br:31]Br>O>[Br:31][C:17]#[C:18][CH2:19][CH2:20][CH2:21][CH2:22][CH2:23][CH2:24][CH2:25][CH2:26][CH2:27][CH2:28][CH2:29][CH3:30] |f:0.1|. Procedure details: A 250 ml, three-necked, round bottom flask was fitted with mechanical stirrer, thermometer, addition funnel and means for providing nitrogen atmosphere. To the flask was added 41 ml (0.10 mole) of 2.4 M butyl lithium/hexane solution and 40 ml of anhydrous ether. The resulting mixture was stirred vigorously and 17.2 g (0.090 mole) of tetradecyne was added over a period of 25 min at -10° C. After stirring at -10° to -15° C. for an additional 35 min, the reaction mixture was cooled in a Dry Ice/ace... The reactants are C1(CC(CCC1)=O)=O (1,3-Cyclohexanedione), ClC=1C=C(C=O)C=CC1F (3-chloro-4-fluorobenzaldehyde), NC1=NNC=C1 (3-aminopyrazole). Yields the product ClC=1C=C(C=CC1F)C1N2C(NC=3CCCC(C13)=O)=CC=N2 (9-(3-Chloro-4-fluorophenyl)-5,6,7,9-tetrahydropyrazolo[5,1-b]quinazolin-8(4H)-one). Reaction SMILES: [C:1]1(=[O:8])[CH2:6][CH2:5][CH2:4][C:3](=O)[CH2:2]1.[Cl:9][C:10]1[CH:11]=[C:12]([CH:15]=[CH:16][C:17]=1[F:18])[CH:13]=O.[NH2:19][C:20]1[CH:24]=[CH:23][NH:22][N:21]=1>>[Cl:9][C:10]1[CH:11]=[C:12]([CH:13]2[C:2]3[C:1](=[O:8])[CH2:6][CH2:5][CH2:4][C:3]=3[NH:19][C:20]3=[CH:24][CH:23]=[N:22][N:21]23)[CH:15]=[CH:16][C:17]=1[F:18]. Reported procedure: 1,3-Cyclohexanedione, 3-chloro-4-fluorobenzaldehyde and 3-aminopyrazole were processed as described in General Procedure A to provide the title compound. The reactants are CI, O=[N+]([O-])c1ccc2c(c1)CS(=O)(=O)N2, [Na+], O=C([O-])O, O. RXN SMILES: [I:20][CH3:21].[N+:6](=[O:7])([O-:8])[c:9]1[cH:10][cH:11][c:12]2[c:13]([cH:19]1)[CH2:14][S:15](=[O:17])(=[O:18])[NH:16]2.[Na+:5].[O-:1][C:2]([OH:3])=[O:4].[OH2:22]>>[N+:6](=[O:7])([O-:8])[c:9]1[cH:10][cH:11][c:12]2[c:13]([cH:19]1)[CH2:14][S:15](=[O:17])(=[O:18])[N:16]2[CH3:21]. Product: CN1c2ccc([N+](=O)[O-])cc2CS1(=O)=O. Starting materials: Brc1ccc2cnccc2c1, [C-]#N, [C-]#N, CCOC(C)=O, CN(C)C=O, O, [Zn+2], c1ccc(P(c2ccccc2)(c2ccccc2)[Pd](P(c2ccccc2)(c2ccccc2)c2ccccc2)(P(c2ccccc2)(c2ccccc2)c2ccccc2)P(c2ccccc2)(c2ccccc2)c2ccccc2)cc1. The product is N#Cc1ccc2cnccc2c1. RXN SMILES: [Br:1][c:2]1[cH:3][c:4]2[cH:5][cH:6][n:7][cH:8][c:9]2[cH:10][cH:11]1.[C-:24]#[N:25].[C-:27]#[N:28].[CH3:12][CH2:13][O:14][C:15](=[O:16])[CH3:17].[CH3:19][N:20]([CH3:21])[CH:22]=[O:23].[OH2:18].[Zn+2:26].[cH:29]1[cH:30][cH:31][c:32]([P:33]([Pd:34]([P:35]([c:36]2[cH:37][cH:38][cH:39][cH:40][cH:41]2)([c:42]2[cH:43][cH:44][cH:45][cH:46][cH:47]2)[c:48]2[cH:49][cH:50][cH:51][cH:52][cH:53]2)([P:54]([c:55]2[cH:56][cH:57][cH:58][cH:59][cH:60]2)([c:61]2[cH:62][cH:63][cH:64][cH:65][cH:66]2)[c:67]2[cH:68][cH:69][cH:70][cH:71][cH:72]2)[P:73]([c:74]2[cH:75][cH:76][cH:77][cH:78][cH:79]2)([c:80]2[cH:81][cH:82][cH:83][cH:84][cH:85]2)[c:86]2[cH:87][cH:88][cH:89][cH:90][cH:91]2)([c:92]2[cH:93][cH:94][cH:95][cH:96][cH:97]2)[c:98]2[cH:99][cH:100][cH:101][cH:102][cH:103]2)[cH:104][cH:105]1>>[c:2]1([C:19]#[N:20])[cH:3][c:4]2[cH:5][cH:6][n:7][cH:8][c:9]2[cH:10][cH:11]1.